This data is from the Open Reaction Database (ORD), a public repository of structured organic reaction records. The task is: describe an organic reaction: reactants, conditions, products, and yield Reactants: FC1(C(C1)CN1C(SC2=C1C=CC(=C2)B2OC(C(O2)(C)C)(C)C)=O)F (3-[(2,2-difluorocyclopropyl)methyl]-6-(4,4,5,5-tetramethyl-1,3,2-dioxaborolan-2-yl)-1,3-benzothiazol-2(3H)-one), OO (hydrogen peroxide). The solvent is CO (methanol), CN1CCCC1=O (NMP), O1CCOCC1 (1,4-dioxane), O (water). Run at time 0.5 hour. Yields the product FC1(C(C1)CN1C(SC2=C1C=CC(=C2)O)=O)F (3-[(2,2-difluorocyclopropyl)methyl]-6-hydroxy-1,3-benzothiazol-2(3H)-one). RXN SMILES: [F:1][C:2]1([F:25])[CH2:4][CH:3]1[CH2:5][N:6]1[C:10]2[CH:11]=[CH:12][C:13](B3OC(C)(C)C(C)(C)O3)=[CH:14][C:9]=2[S:8][C:7]1=[O:24].[OH:26]O>O1CCOCC1.O.CO.CN1C(=O)CCC1>[F:1][C:2]1([F:25])[CH2:4][CH:3]1[CH2:5][N:6]1[C:10]2[CH:11]=[CH:12][C:13]([OH:26])=[CH:14][C:9]=2[S:8][C:7]1=[O:24]. Procedure: To a solution of 3-[(2,2-difluorocyclopropyl)methyl]-6-(4,4,5,5-tetramethyl-1,3,2-dioxaborolan-2-yl)-1,3-benzothiazol-2(3H)-one (18-1) (0.483 g, 1.32 mmol) in anhydrous 1,4-dioxane (5 mL) was added a 30% by weight solution of hydrogen peroxide in water (0.537 mL, 5.26 mmol. The reaction mixture was then stirred at room temperature for 0.5 hours. The crude reaction mixture was diluted with methanol and NMP, filtered and concentrated. Purification of crude reaction mixture by reverse phase chromat... Starting materials: CCOC(C)=O, CC(C)(C)OC(=O)N1C(c2ccc(OCc3ccccc3F)cc2)CCC12CCNC2=O, [H-], CI, [Na+], CN(C)C=O, O. Yields the product CN1CCC2(CCC(c3ccc(OCc4ccccc4F)cc3)N2C(=O)OC(C)(C)C)C1=O. Reaction SMILES: [CH3:43][CH2:44][O:45][C:46](=[O:47])[CH3:48].[F:1][c:2]1[c:3]([CH2:8][O:9][c:10]2[cH:11][cH:12][c:13]([CH:16]3[N:17]([C:26](=[O:27])[O:28][C:29]([CH3:30])([CH3:31])[CH3:32])[C:18]4([CH2:19][CH2:20]3)[C:21](=[O:25])[NH:22][CH2:23][CH2:24]4)[cH:14][cH:15]2)[cH:4][cH:5][cH:6][cH:7]1.[H-:34].[I:35][CH3:36].[Na+:33].[O:38]=[CH:39][N:40]([CH3:41])[CH3:42].[OH2:37]>>[F:1][c:2]1[c:3]([CH2:8][O:9][c:10]2[cH:11][cH:12][c:13]([CH:16]3[N:17]([C:26](=[O:27])[O:28][C:29]([CH3:30])([CH3:31])[CH3:32])[C:18]4([CH2:19][CH2:20]3)[C:21](=[O:25])[N:22]([CH3:36])[CH2:23][CH2:24]4)[cH:14][cH:15]2)[cH:4][cH:5][cH:6][cH:7]1.